describe an organic reaction: reactants, conditions, products, and yield From a dataset of the Open Reaction Database (ORD), a public repository of structured organic reaction records. Starting materials: O=C([O-])[O-], CCCCCC, CCOC(C)=O, CC(O)C(F)(F)C(F)(F)F, N#Cc1ccc(F)cc1, [K+], [K+], CN(C)C=O. Product: CC(Oc1ccc(C#N)cc1)C(F)(F)C(F)(F)F. As a reaction SMILES: [C:1](=[O:2])([O-:3])[O-:4].[CH3:31][CH2:32][CH2:33][CH2:34][CH2:35][CH3:36].[CH3:37][CH2:38][O:39][C:40]([CH3:41])=[O:42].[F:16][C:17]([CH:18]([CH3:19])[OH:20])([C:21]([F:22])([F:23])[F:24])[F:25].[F:7][c:8]1[cH:9][cH:10][c:11]([C:12]#[N:13])[cH:14][cH:15]1.[K+:5].[K+:6].[O:26]=[CH:27][N:28]([CH3:29])[CH3:30]>>[c:8]1([O:20][CH:18]([C:17]([F:16])([C:21]([F:22])([F:23])[F:24])[F:25])[CH3:19])[cH:9][cH:10][c:11]([C:12]#[N:13])[cH:14][cH:15]1. Reactants: C1(CCC2=CC=CC=C12)=O (1-indanone), Cl (hydrochloric acid), CC(CCC=C)C1=NC=CC=C1 (2-(1-methyl4-pentenyl)pyridine), C(CCC)[Li] (n-butyllithium). Run in O1CCCC1 (tetrahydrofuran), O1CCCC1 (tetrahydrofuran). Product: C1C=C(C2=CC=CC=C12)C(CCC=C)(C)C1=NC=CC=C1 (2-[1-(1H-inden-3-yl)-1-methyl-4-pentenyl]pyridine). RXN SMILES: [CH3:1][CH:2]([C:7]1[CH:12]=[CH:11][CH:10]=[CH:9][N:8]=1)[CH2:3][CH2:4][CH:5]=[CH2:6].C([Li])CCC.[C:18]1(=O)[C:26]2[C:21](=[CH:22][CH:23]=[CH:24][CH:25]=2)[CH2:20][CH2:19]1.Cl>O1CCCC1>[CH2:20]1[C:21]2[C:26](=[CH:25][CH:24]=[CH:23][CH:22]=2)[C:18]([C:2]([C:7]2[CH:12]=[CH:11][CH:10]=[CH:9][N:8]=2)([CH3:1])[CH2:3][CH2:4][CH:5]=[CH2:6])=[CH:19]1. Reported procedure: A solution of 8.95 g (0.0556 mol) of 2-(1-methyl4-pentenyl)pyridine in 50 ml of tetrahydrofuran was cooled to −20° C. and 35 ml of n-butyllithium (15 w.-% in hexane, 0.0556 mol) were subsequently added while stirring. The mixture was allowed to come to room temperature and was stirred for a further one hour. A solution of 7.33 g of 1-indanone in 8 ml of tetrahydrofuran was then added at such a rate that the temperature remained at 25° C. The mixture was stirred for a further 3 hours and hydrolyz... The reactants are ( ii ), CN1C(N(CC1C(=O)OC(C)(C)C)C=1C=NC=NC1)=O (1,1-dimethylethyl 3-methyl-2-oxo-1-(5-pyrimidinyl)-4-imidazolidinecarboxylate). The solvent is C(=O)(C(F)(F)F)O.C(Cl)Cl (TFA DCM). Yields the product CN1C(N(CC1C(=O)O)C=1C=NC=NC1)=O (3-methyl-2-oxo-1-(5-pyrimidinyl)-4-imidazolidinecarboxylic acid). Yield: 97.2%. Reaction SMILES: [CH3:1][N:2]1[CH:6]([C:7]([O:9]C(C)(C)C)=[O:8])[CH2:5][N:4]([C:14]2[CH:15]=[N:16][CH:17]=[N:18][CH:19]=2)[C:3]1=[O:20]>C(O)(C(F)(F)F)=O.C(Cl)Cl>[CH3:1][N:2]1[CH:6]([C:7]([OH:9])=[O:8])[CH2:5][N:4]([C:14]2[CH:19]=[N:18][CH:17]=[N:16][CH:15]=2)[C:3]1=[O:20] |f:1.2|. Procedure details: A solution of 1,1-dimethylethyl 3-methyl-2-oxo-4-imidazolidinecarboxylate (601 mg, 3 mmol) (prepared as described in step (iii) of Example 13, starting from (4S)-2-oxo-3-{[(phenylmethyl)oxy]carbonyl}-4-imidazolidinecarboxylic acid) and 5-bromopyrimidine (477 mg, 3.00 mmol) in 1,4-dioxane (20 ml) was treated with cesium carbonate (1466 mg, 4.50 mmol), Xantphos™ (130 mg, 0.225 mmol) and tris(dibenzylideneacetone)dipalladium(0) (68.7 mg, 0.075 mmol) and the mixture was heated under reflux under arg... Starting materials: CS(=O)(=O)Nc1ccc(C(=O)Cl)cc1, CS(=O)(=O)Nc1ccc2c(c1)OCCNCCO2, C1CCOC1, c1ccncc1. Product: CS(=O)(=O)Nc1ccc(C(=O)N2CCOc3ccc(NS(C)(=O)=O)cc3OCC2)cc1. Reaction SMILES: [CH3:24][S:25](=[O:26])(=[O:27])[NH:28][c:29]1[cH:30][cH:31][c:32]([C:33](=[O:34])[Cl:35])[cH:36][cH:37]1.[CH3:6][S:7](=[O:8])(=[O:9])[NH:10][c:11]1[cH:12][c:13]2[c:14]([cH:22][cH:23]1)[O:15][CH2:16][CH2:17][NH:18][CH2:19][CH2:20][O:21]2.[O:1]1[CH2:2][CH2:3][CH2:4][CH2:5]1.[cH:38]1[cH:39][cH:40][n:41][cH:42][cH:43]1>>[CH3:6][S:7](=[O:8])(=[O:9])[NH:10][c:11]1[cH:12][c:13]2[c:14]([cH:22][cH:23]1)[O:15][CH2:16][CH2:17][N:18]([C:33]([c:32]1[cH:31][cH:30][c:29]([NH:28][S:25]([CH3:24])(=[O:26])=[O:27])[cH:37][cH:36]1)=[O:34])[CH2:19][CH2:20][O:21]2. The reactants are Fc1ccc2sc(Cc3cc(Br)c4ccccc4c3)cc2c1, O=C1OC(COCc2ccccc2)C(OCc2ccccc2)C(OCc2ccccc2)C1OCc1ccccc1, C1CCOC1, [Li]CCCC, CCCCCC, [Cl-], [NH4+]. The product is OC1(c2cc(Cc3cc4cc(F)ccc4s3)cc3ccccc23)OC(COCc2ccccc2)C(OCc2ccccc2)C(OCc2ccccc2)C1OCc1ccccc1. Reaction SMILES: [Br:12][c:13]1[cH:14][c:15]([CH2:23][c:24]2[cH:25][c:26]3[c:27]([s:28]2)[cH:29][cH:30][c:31]([F:33])[cH:32]3)[cH:16][c:17]2[cH:18][cH:19][cH:20][cH:21][c:22]12.[CH2:34]([c:35]1[cH:36][cH:37][cH:38][cH:39][cH:40]1)[O:41][CH:42]1[C:43](=[O:73])[O:44][CH:45]([CH2:64][O:65][CH2:66][c:67]2[cH:68][cH:69][cH:70][cH:71][cH:72]2)[CH:46]([O:56][CH2:57][c:58]2[cH:59][cH:60][cH:61][cH:62][cH:63]2)[CH:47]1[O:48][CH2:49][c:50]1[cH:51][cH:52][cH:53][cH:54][cH:55]1.[CH2:76]1[O:77][CH2:78][CH2:79][CH2:80]1.[CH2:7]([Li:8])[CH2:9][CH2:10][CH3:11].[CH3:1][CH2:2][CH2:3][CH2:4][CH2:5][CH3:6].[Cl-:74].[NH4+:75]>>[c:13]1([C:43]2([OH:73])[CH:42]([O:41][CH2:34][c:35]3[cH:36][cH:37][cH:38][cH:39][cH:40]3)[CH:47]([O:48][CH2:49][c:50]3[cH:51][cH:52][cH:53][cH:54][cH:55]3)[CH:46]([O:56][CH2:57][c:58]3[cH:59][cH:60][cH:61][cH:62][cH:63]3)[CH:45]([CH2:64][O:65][CH2:66][c:67]3[cH:68][cH:69][cH:70][cH:71][cH:72]3)[O:44]2)[cH:14][c:15]([CH2:23][c:24]2[cH:25][c:26]3[c:27]([s:28]2)[cH:29][cH:30][c:31]([F:33])[cH:32]3)[cH:16][c:17]2[cH:18][cH:19][cH:20][cH:21][c:22]12.